Dataset: the Open Reaction Database (ORD), a public repository of structured organic reaction records. Task: describe an organic reaction: reactants, conditions, products, and yield Starting materials: O (water), C(C)(C)(C)OC(N(C)[C@@H]1CC[C@H](CC1)C#CCO)=O (trans-[4-(3-Hydroxy-prop-1-ynyl)-cyclohexyl]-methyl-carbamic acid tert-butyl ester), CS(=O)(=O)Cl (methanesulfonylchloride), N1=CC=CC=C1 (pyridine). Reagents/catalysts: CN(C)C=1C=CN=CC1 (DMAP). The solvent is C(Cl)Cl (CH2Cl2). Run at time 5 minute. The product is C(C)(C)(C)OC(=O)N([C@@H]1CC[C@H](CC1)C#CCOS(=O)(=O)C)C (trans-Methanesulfonic acid 3-[4-(tert-butoxycarbonyl-methyl-amino)-cyclohexyl]-prop-2-ynyl ester). The yield is 64.6%. Reaction SMILES: [C:1]([O:5][C:6](=[O:19])[N:7]([C@H:9]1[CH2:14][CH2:13][C@H:12]([C:15]#[C:16][CH2:17][OH:18])[CH2:11][CH2:10]1)[CH3:8])([CH3:4])([CH3:3])[CH3:2].[CH3:20][S:21](Cl)(=[O:23])=[O:22].N1C=CC=CC=1.O>C(Cl)Cl.CN(C1C=CN=CC=1)C>[C:1]([O:5][C:6]([N:7]([CH3:8])[C@H:9]1[CH2:10][CH2:11][C@H:12]([C:15]#[C:16][CH2:17][O:18][S:21]([CH3:20])(=[O:23])=[O:22])[CH2:13][CH2:14]1)=[O:19])([CH3:3])([CH3:2])[CH3:4]. Reported procedure: A solution of 520 mg (1.95 mmol) of trans-[4-(3-Hydroxy-prop-1-ynyl)-cyclohexyl]-methyl-carbamic acid tert-butyl ester in 14 ml CH2Cl2 was treated at 0° C. with 0.17 ml (2.14 mmol) methanesulfonylchloride, 0.235 ml (2.92 mmol) pyridine and 238 mg (1.95 mmol) DMAP. The reaction mixture was warmed up over night to room temperature, water (2 ml) was added and the reaction was stirred for 5 min. After extraction with aqueous 10% KHSO4/Et2O (3×) the organic phases were washed with aqueous saturated N... Starting materials: O=C(OO)c1cccc(Cl)c1, ClCCl, FC(F)(F)c1ccc(COc2ccnc(CSc3nc4cscc4[nH]3)c2)cc1. Product: O=S(Cc1cc(OCc2ccc(C(F)(F)F)cc2)ccn1)c1nc2cscc2[nH]1. RXN SMILES: [Cl:1][c:2]1[cH:3][cH:4][cH:5][c:6]([C:7]([O:8][OH:10])=[O:9])[cH:11]1.[Cl:40][CH2:41][Cl:42].[F:12][C:13]([c:14]1[cH:15][cH:16][c:17]([CH2:18][O:19][c:20]2[cH:21][c:22]([CH2:26][S:27][c:28]3[n:29][c:30]4[c:31]([nH:32]3)[cH:33][s:34][cH:35]4)[n:23][cH:24][cH:25]2)[cH:36][cH:37]1)([F:38])[F:39]>>[O:9]=[S:27]([CH2:26][c:22]1[cH:21][c:20]([O:19][CH2:18][c:17]2[cH:16][cH:15][c:14]([C:13]([F:12])([F:38])[F:39])[cH:37][cH:36]2)[cH:25][cH:24][n:23]1)[c:28]1[n:29][c:30]2[c:31]([nH:32]1)[cH:33][s:34][cH:35]2.